This data is from the Open Reaction Database (ORD), a public repository of structured organic reaction records. The task is: describe an organic reaction: reactants, conditions, products, and yield Reactants: ice water, BrC1=CC=C(C=C1)CCCO (3-(4-Bromo-phenyl)-propan-1-ol), IC (iodomethane), [H-].[Na+] (sodium hydride). Solvent: C1CCOC1 (THF). Reaction conditions: temperature 0 celsius, time 1 hour. Yields the product BrC1=CC=C(C=C1)CCCOC (1-Bromo-4-(3-methoxy-propyl)-benzene). The yield is 94.0%. As a reaction SMILES: [Br:1][C:2]1[CH:7]=[CH:6][C:5]([CH2:8][CH2:9][CH2:10][OH:11])=[CH:4][CH:3]=1.[H-].[Na+].I[CH3:15]>C1COCC1>[Br:1][C:2]1[CH:3]=[CH:4][C:5]([CH2:8][CH2:9][CH2:10][O:11][CH3:15])=[CH:6][CH:7]=1 |f:1.2|. Procedure: 3-(4-Bromo-phenyl)-propan-1-ol (2.60 g, obtained in example 130, step 1) was dissolved in THF (35 mL). The mixture was cooled to 0° C. and sodium hydride (60% in mineral oil, 967 mg) was added in four portions to the cold mixture. Stirring was continued at 0° C. for 1 hour. Then, iodomethane (1.13 mL) was added dropwise over a period of 15 minutes to the reaction mixture. The mixture was warmed to room temperature over a period of 1 hour. The reaction mixture was poured into ice/water and was ex... The reactants are C[O-].[Na+] (sodium methylate), CC1=[N+](C=CC(=C1C)[N+](=O)[O-])[O-] (2,3-dimethyl-4-nitropyridine 1-oxide). Run in CO (methanol). Reaction conditions: time 2 day. The product is COC1=C(C(=[N+](C=C1)[O-])C)C (4-methoxy-2,3-dimethylpyridine 1-oxide). Reaction SMILES: [CH3:1][C:2]1[C:7]([CH3:8])=[C:6]([N+]([O-])=O)[CH:5]=[CH:4][N+:3]=1[O-:12].[CH3:13][O-:14].[Na+]>CO>[CH3:13][O:14][C:6]1[CH:5]=[CH:4][N+:3]([O-:12])=[C:2]([CH3:1])[C:7]=1[CH3:8] |f:1.2|. Reported procedure: A solution of 2.5 g (0.015 mol) of 2,3-dimethyl-4-nitropyridine 1-oxide in 50 ml of abs. methanol is treated with 0.883 g of sodium methylate, whereupon the mixture is stirred at room temperature under argon for 2 days. The reaction mixture is concentrated and the residue is extracted with methylene chloride and saturated sodium chloride solution. The methylene chloride phase is dried and evaporated. The residue, crystallized from methylene chloride/ ether, gives 4-methoxy-2,3-dimethylpyridine 1...